describe an organic reaction: reactants, conditions, products, and yield From a dataset of the Open Reaction Database (ORD), a public repository of structured organic reaction records. Starting materials: C(CCC)P(CCCC)CCCC (Tributylphosphine), C(C1=CC=CC=C1)(=O)N1CC(CCC1)C(=O)Cl (1-benzoyl-3-piperidinecarbonyl chloride), C(CC)[Mg]Cl (propylmagnesium chloride). Solvent: O1CCCC1 (tetrahydrofuran). Conditions: temperature -20 celsius. Product: C(C1=CC=CC=C1)(=O)N1CC(CCC1)C(CCC)=O (1-benzoyl-3-butyrylpiperidine). Isolated yield 38.5%. Reaction SMILES: [C:1]([N:9]1[CH2:14][CH2:13][CH2:12][CH:11]([C:15](Cl)=[O:16])[CH2:10]1)(=[O:8])[C:2]1[CH:7]=[CH:6][CH:5]=[CH:4][CH:3]=1.[CH2:18](P(CCCC)CCCC)[CH2:19][CH2:20]C.C([Mg]Cl)CC>O1CCCC1>[C:1]([N:9]1[CH2:14][CH2:13][CH2:12][CH:11]([C:15](=[O:16])[CH2:18][CH2:19][CH3:20])[CH2:10]1)(=[O:8])[C:2]1[CH:7]=[CH:6][CH:5]=[CH:4][CH:3]=1. Procedure: 1-benzoyl-3-piperidinecarbonyl chloride (1.01 g; 4.02 mmol) was dissolved in dry tetrahydrofuran (30 ml) under a nitrogen atmosphere, and cooled to −20° C. Tributylphosphine (1.1 ml; 4.4 mmol) was then added and after 20 minutes of stirring at −20° C., propylmagnesium chloride (2 ml; 4.0 mmol; 2 M in ether) was added. After stirring for 5 minutes, the reaction was quenched by addition of 1 N HCl (5 ml), and the mixture was allowed to warm to ambient temperature. It was then diluted with 1 N HCl ... Starting materials: CO, COC(=O)c1ccc2cc(-c3ccc(OCc4c(-c5c(Cl)cncc5Cl)noc4C4CC4)cc3)ccc2n1, Cl, [Na+], C1CCOC1, [OH-]. The product is O=C(O)c1ccc2cc(-c3ccc(OCc4c(-c5c(Cl)cncc5Cl)noc4C4CC4)cc3)ccc2n1. As a reaction SMILES: [CH3:47][OH:48].[CH:1]1([c:4]2[c:5]([CH2:17][O:18][c:19]3[cH:20][cH:21][c:22](-[c:25]4[cH:26][c:27]5[cH:28][cH:29][c:30]([C:35](=[O:36])[O:37][CH3:38])[n:31][c:32]5[cH:33][cH:34]4)[cH:23][cH:24]3)[c:6](-[c:9]3[c:10]([Cl:16])[cH:11][n:12][cH:13][c:14]3[Cl:15])[n:7][o:8]2)[CH2:2][CH2:3]1.[ClH:46].[Na+:45].[O:39]1[CH2:40][CH2:41][CH2:42][CH2:43]1.[OH-:44]>>[CH:1]1([c:4]2[c:5]([CH2:17][O:18][c:19]3[cH:20][cH:21][c:22](-[c:25]4[cH:26][c:27]5[cH:28][cH:29][c:30]([C:35](=[O:36])[OH:37])[n:31][c:32]5[cH:33][cH:34]4)[cH:23][cH:24]3)[c:6](-[c:9]3[c:10]([Cl:16])[cH:11][n:12][cH:13][c:14]3[Cl:15])[n:7][o:8]2)[CH2:2][CH2:3]1.